Dataset: the Open Reaction Database (ORD), a public repository of structured organic reaction records. Task: describe an organic reaction: reactants, conditions, products, and yield Reactants: OCC=1N=NSC1 (4-hydroxymethyl-1,2,3-thiadiazole), NCCS (cysteamine). RXN SMILES: O[CH2:2][C:3]1[N:4]=[N:5][S:6][CH:7]=1.[NH2:8][CH2:9][CH2:10][SH:11]>>[NH2:8][CH2:9][CH2:10][S:11][CH2:2][C:3]1[N:4]=[N:5][S:6][CH:7]=1. Procedure details: Reacting 4-hydroxymethyl-1,2,3-thiadiazole with cysteamine by the procedure of Example 1 gives 4-[(2-aminoethyl)thiomethyl]-1,2,3-thiadiazole. From this compound by the procedures of Example 1, 2 and 3, the following products are prepared: Yields the product NCCSCC=1N=NSC1 (4-[(2-aminoethyl)thiomethyl]-1,2,3-thiadiazole). The reactants are COCCN1CCc2ccc(N)cc2CC1, Cc1cc(Nc2nc(Cl)ncc2Cl)[nH]n1. Yields the product COCCN1CCc2ccc(Nc3ncc(Cl)c(Nc4cc(C)n[nH]4)n3)cc2CC1. RXN SMILES: [CH3:16][O:17][CH2:18][CH2:19][N:20]1[CH2:21][CH2:22][c:23]2[c:24]([cH:27][c:28]([NH2:31])[cH:29][cH:30]2)[CH2:25][CH2:26]1.[Cl:1][c:2]1[n:3][cH:4][c:5]([Cl:15])[c:6]([NH:8][c:9]2[nH:10][n:11][c:12]([CH3:14])[cH:13]2)[n:7]1>>[c:2]1([NH:31][c:28]2[cH:27][c:24]3[c:23]([cH:30][cH:29]2)[CH2:22][CH2:21][N:20]([CH2:19][CH2:18][O:17][CH3:16])[CH2:26][CH2:25]3)[n:3][cH:4][c:5]([Cl:15])[c:6]([NH:8][c:9]2[nH:10][n:11][c:12]([CH3:14])[cH:13]2)[n:7]1. The reactants are ClCCCCN1C(NC(C(=C1)C1=CC(=NC=C1)C)=O)=O (1-(4-Chloro-butyl)-5-(2-methyl-pyridin-4-yl)-1H-pyrimidine-2,4-dione), FC(C1=CC=C(C=C1)[C@]12CNC[C@@H]2C1)(F)F ((1S,5R)-1-(4-trifluoromethyl-phenyl)-3-aza-bicyclo[3.1.0]hexane), TEA. Solvent: CCO (EtOH). Run at time 2 hour. Yields the product Cl.Cl.CC1=NC=CC(=C1)C=1C(NC(N(C1)CCCCN1C[C@]2(C[C@H]2C1)C1=CC=C(C=C1)C(F)(F)F)=O)=O (5-(2-methyl-4-pyridinyl)-1-(4-{(1S,5R)-1-[4-(trifluoromethyl)phenyl]-3-azabicyclo[3.1.0]hex-3-yl}butyl)-2,4(1H,3H)-pyrimidinedione dihydrochloride). The yield is 43.1%. As a reaction SMILES: [Cl:1][CH2:2][CH2:3][CH2:4][CH2:5][N:6]1[CH:11]=[C:10]([C:12]2[CH:17]=[CH:16][N:15]=[C:14]([CH3:18])[CH:13]=2)[C:9](=[O:19])[NH:8][C:7]1=[O:20].[F:21][C:22]([F:36])([F:35])[C:23]1[CH:28]=[CH:27][C:26]([C@:29]23[CH2:34][C@H:33]2[CH2:32][NH:31][CH2:30]3)=[CH:25][CH:24]=1>CCO>[ClH:1].[ClH:1].[CH3:18][C:14]1[CH:13]=[C:12]([C:10]2[C:9](=[O:19])[NH:8][C:7](=[O:20])[N:6]([CH2:5][CH2:4][CH2:3][CH2:2][N:31]3[CH2:32][C@H:33]4[C@:29]([C:26]5[CH:25]=[CH:24][C:23]([C:22]([F:21])([F:36])[F:35])=[CH:28][CH:27]=5)([CH2:34]4)[CH2:30]3)[CH:11]=2)[CH:17]=[CH:16][N:15]=1 |f:3.4.5|. Procedure details: A solution of 1-(4-Chloro-butyl)-5-(2-methyl-pyridin-4-yl)-1H-pyrimidine-2,4-dione (Prep46, 74 mg, 0.25 mmol), (1S,5R)-1-(4-trifluoromethyl-phenyl)-3-aza-bicyclo[3.1.0]hexane (Prep4, 57 mg, 0.25 mmol), and TEA (101 μl, 1 mmol) in absolute EtOH (3 mL) was refluxed for 48 hours. The reaction was then evaporated under vacuum and the residue was dissolved in 2N HClaq and washed with ethyl acetate. The aqueous phase was then basified with solid NaHCO3 and extracted with ethyl acetate. The organic pha... Reactants: C(#N)N=C(OC1=CC=CC=C1)N1CCC(CC1)(C1=CC=CC=C1)CCN1C2CC(CC1CC2)N2C(=NC1=C2C=CC=C1)C (phenyl N-cyano-4-{2-[3-(2-methyl-1H-benzimidazol-1-yl)-8-azabicyclo[3.2.1]oct-8-yl]ethyl}-4-phenylpiperidine-1-carboximidoate), NN (hydrazine). Run in C(C)(C)O (isopropyl alcohol). Conditions: temperature 80 celsius, time 4 hour. The product is CC1=NC2=C(N1C1CC3CCC(C1)N3CCC3(CCN(CC3)C3=NC(=NN3)N)C3=CC=CC=C3)C=CC=C2 (5-(4-{2-[3-(2-methyl-1H-benzimidazol-1-yl)-8-azabicyclo[3.2.1]oct-8-yl]ethyl}-4-phenylpiperidin-1-yl)-1H-1,2,4-triazol-3-amine). Isolated yield 79.0%. Reaction SMILES: [C:1]([N:3]=[C:4]([N:12]1[CH2:17][CH2:16][C:15]([CH2:24][CH2:25][N:26]2[CH:31]3[CH2:32][CH2:33][CH:27]2[CH2:28][CH:29]([N:34]2[C:38]4[CH:39]=[CH:40][CH:41]=[CH:42][C:37]=4[N:36]=[C:35]2[CH3:43])[CH2:30]3)([C:18]2[CH:23]=[CH:22][CH:21]=[CH:20][CH:19]=2)[CH2:14][CH2:13]1)OC1C=CC=CC=1)#[N:2].[NH2:44][NH2:45]>C(O)(C)C>[CH3:43][C:35]1[N:34]([CH:29]2[CH2:30][CH:31]3[N:26]([CH2:25][CH2:24][C:15]4([C:18]5[CH:23]=[CH:22][CH:21]=[CH:20][CH:19]=5)[CH2:16][CH2:17][N:12]([C:4]5[NH:45][N:44]=[C:1]([NH2:2])[N:3]=5)[CH2:13][CH2:14]4)[CH:27]([CH2:33][CH2:32]3)[CH2:28]2)[C:38]2[CH:39]=[CH:40][CH:41]=[CH:42][C:37]=2[N:36]=1. Procedure: To a stirred solution of phenyl N-cyano-4-{2-[3-(2-methyl-1H-benzimidazol-1-yl)-8-azabicyclo[3.2.1]oct-8-yl]ethyl}-4-phenylpiperidine-1-carboximidoate (18 mg, 0.031 mmol) in isopropyl alcohol (1 mL) was added hydrazine (3.6 μL, 0.11 mmol). The resulting mixture was then stirred at 80° C. for 4 hours. After evaporation of the solvents, the residue was purified by flash chromatography to afford 5-(4-{2-[3-(2-methyl-1H-benzimidazol-1-yl)-8-azabicyclo[3.2.1]oct-8-yl]ethyl}-4-phenylpiperidin-1-yl)-1H... Starting materials: Cl (hydrogen chloride), C(C1=CC=CC=C1)(C1=CC=CC=C1)(C1=CC=CC=C1)N[C@@H]1[C@@H]2N(C(=C(CS2)C(C)C)C(=O)[O-])C1=O (cis 7-tritylamino-3-isopropyl-3-cepheme-4-carboxylate). Run in [N+](=O)([O-])C (nitromethane). The product is N[C@@H]1[C@@H]2N(C(=C(CS2)C(C)C)C(=O)O)C1=O (cis 7-amino-3-isopropyl-3-cepheme-4-carboxylic acid). As a reaction SMILES: Cl.C([NH:21][C@H:22]1[C:35](=[O:36])[N:24]2[C:25]([C:32]([O-:34])=[O:33])=[C:26]([CH:29]([CH3:31])[CH3:30])[CH2:27][S:28][C@H:23]12)(C1C=CC=CC=1)(C1C=CC=CC=1)C1C=CC=CC=1>[N+](C)([O-])=O>[NH2:21][C@H:22]1[C:35](=[O:36])[N:24]2[C:25]([C:32]([OH:34])=[O:33])=[C:26]([CH:29]([CH3:31])[CH3:30])[CH2:27][S:28][C@H:23]12. Procedure details: A current of gaseous hydrogen chloride was passed for 15 minutes through a mixture of 541 mg of tert.-butyl DL cis 7-tritylamino-3-isopropyl-3-cepheme-4-carboxylate in 11 ml of nitromethane on an ice bath and the mixture was then evaporated to dryness. The residue was taken in ether and was vacuum filtered. The precipitate was washed with ether, dried and dissolved in 1 ml of water. The pH was adjusted to 4 with pyridine addition and the mixture was vacuum filtered. The crystals recovered were w...